This data is from the Open Reaction Database (ORD), a public repository of structured organic reaction records. The task is: describe an organic reaction: reactants, conditions, products, and yield Starting materials: C(C)(C)P1(N(CC2=C1C=CC=C2)[Si](C)(C)C)=O (1-isopropyl-2-trimethylsilyl-2,3-dihydro-1H-2,1-benzazaphosphole-1-oxide). Solvent: CO (methanol). Run at time 40 hour. Yields the product C(C)(C)P1(NCC2=C1C=CC=C2)=O (1-isopropyl-2,3-dihydro-1H-2,1-benzazaphosphole-1-oxide). RXN SMILES: [CH:1]([P:4]1(=[O:17])[C:8]2[CH:9]=[CH:10][CH:11]=[CH:12][C:7]=2[CH2:6][N:5]1[Si](C)(C)C)([CH3:3])[CH3:2]>CO>[CH:1]([P:4]1(=[O:17])[C:8]2[CH:9]=[CH:10][CH:11]=[CH:12][C:7]=2[CH2:6][NH:5]1)([CH3:3])[CH3:2]. Procedure details: The 1-isopropyl-2-trimethylsilyl-2,3-dihydro-1H-2,1-benzazaphosphole-1-oxide was added to 50 ml. of methanol and allowed to stand for 40 hours. The methanol was removed under vacuum and the resulting residue was slurried in ether to yield 1-isopropyl-2,3-dihydro-1H-2,1-benzazaphosphole-1-oxide as a white solid. A second crop was obtained to give a total yield of 2.35 g (20% yield) of 1-isopropyl-2,3-dihydro-1H-2,1-benzazaphosphole-1-oxide having a melting point of 149°-151° C. and the following ...